The task is: describe an organic reaction: reactants, conditions, products, and yield. This data is from the Open Reaction Database (ORD), a public repository of structured organic reaction records. RXN SMILES: [C:40](=[O:41])([O-:42])[O-:43].[CH3:47][c:48]1[cH:49][cH:50][cH:51][cH:52][cH:53]1.[Cl:30][c:31]1[cH:32][cH:33][c:34]([B:37]([OH:38])[OH:39])[cH:35][cH:36]1.[F:1][C:2]([c:3]1[cH:4][cH:5][c:6]([CH2:7][n:8]2[n:9][c:10]3[n:11]([n:12][c:13]([Cl:23])[c:14](-[c:16]4[cH:17][cH:18][c:19]([Cl:22])[cH:20][cH:21]4)[cH:15]3)[c:24]2=[O:25])[cH:26][cH:27]1)([F:28])[F:29].[Na+:44].[Na+:45].[OH2:46].[cH:54]1[cH:55][cH:56][c:57]([P:58]([Pd:59]([P:60]([c:61]2[cH:62][cH:63][cH:64][cH:65][cH:66]2)([c:67]2[cH:68][cH:69][cH:70][cH:71][cH:72]2)[c:73]2[cH:74][cH:75][cH:76][cH:77][cH:78]2)([P:79]([c:80]2[cH:81][cH:82][cH:83][cH:84][cH:85]2)([c:86]2[cH:87][cH:88][cH:89][cH:90][cH:91]2)[c:92]2[cH:93][cH:94][cH:95][cH:96][cH:97]2)[P:98]([c:99]2[cH:100][cH:101][cH:102][cH:103][cH:104]2)([c:105]2[cH:106][cH:107][cH:108][cH:109][cH:110]2)[c:111]2[cH:112][cH:113][cH:114][cH:115][cH:116]2)([c:117]2[cH:118][cH:119][cH:120][cH:121][cH:122]2)[c:123]2[cH:124][cH:125][cH:126][cH:127][cH:128]2)[cH:129][cH:130]1>>[F:1][C:2]([c:3]1[cH:4][cH:5][c:6]([CH2:7][n:8]2[n:9][c:10]3[n:11]([n:12][c:13](-[c:34]4[cH:33][cH:32][c:31]([Cl:30])[cH:36][cH:35]4)[c:14](-[c:16]4[cH:17][cH:18][c:19]([Cl:22])[cH:20][cH:21]4)[cH:15]3)[c:24]2=[O:25])[cH:26][cH:27]1)([F:28])[F:29]. Reactants: O=C([O-])[O-], Cc1ccccc1, OB(O)c1ccc(Cl)cc1, O=c1n(Cc2ccc(C(F)(F)F)cc2)nc2cc(-c3ccc(Cl)cc3)c(Cl)nn12, [Na+], [Na+], O, c1ccc(P(c2ccccc2)(c2ccccc2)[Pd](P(c2ccccc2)(c2ccccc2)c2ccccc2)(P(c2ccccc2)(c2ccccc2)c2ccccc2)P(c2ccccc2)(c2ccccc2)c2ccccc2)cc1. Product: O=c1n(Cc2ccc(C(F)(F)F)cc2)nc2cc(-c3ccc(Cl)cc3)c(-c3ccc(Cl)cc3)nn12. Starting materials: C(=O)([O-])[O-].[K+].[K+] (K2CO3), C1(CCCCN1)=O (delta-valerolactam), C(C)(C)(C)P(C1=C(C(=C(C(=C1C)C)C)C)C1=C(C=C(C=C1C(C)C)C(C)C)C(C)C)C(C)(C)C (2-di-tert-butylphosphino-3,4,5,6-tetramethyl-2′,4′,6′-tri-i-propylbiphenyl), ClC1=NC2=CC(=CC=C2C(=C1C)Cl)F (2,4-dichloro-7-fluoro-3-methylquinoline). Reagents/catalysts: C=1C=CC(=CC1)/C=C/C(=O)/C=C/C2=CC=CC=C2.C=1C=CC(=CC1)/C=C/C(=O)/C=C/C2=CC=CC=C2.C=1C=CC(=CC1)/C=C/C(=O)/C=C/C2=CC=CC=C2.[Pd].[Pd] (Pd2dba3). Solvent: CC(C)(C)O (tBuOH). Product: ClC1=C(C(=NC2=CC(=CC=C12)F)N1C(CCCC1)=O)C (1-(4-chloro-7-fluoro-3-methylquinolin-2-yl)piperidin-2-one). As a reaction SMILES: C([O-])([O-])=O.[K+].[K+].C(P(C(C)(C)C)C1C(C)=C(C)C(C)=C(C)C=1C1C(C(C)C)=CC(C(C)C)=CC=1C(C)C)(C)(C)C.Cl[C:42]1[C:51]([CH3:52])=[C:50]([Cl:53])[C:49]2[C:44](=[CH:45][C:46]([F:54])=[CH:47][CH:48]=2)[N:43]=1.[C:55]1(=[O:61])[NH:60][CH2:59][CH2:58][CH2:57][CH2:56]1>CC(O)(C)C.C1C=CC(/C=C/C(/C=C/C2C=CC=CC=2)=O)=CC=1.C1C=CC(/C=C/C(/C=C/C2C=CC=CC=2)=O)=CC=1.C1C=CC(/C=C/C(/C=C/C2C=CC=CC=2)=O)=CC=1.[Pd].[Pd]>[Cl:53][C:50]1[C:49]2[C:44](=[CH:45][C:46]([F:54])=[CH:47][CH:48]=2)[N:43]=[C:42]([N:60]2[CH2:59][CH2:58][CH2:57][CH2:56][C:55]2=[O:61])[C:51]=1[CH3:52] |f:0.1.2,7.8.9.10.11|. Procedure: Freshly prepared powdered 3 Å molecular sieves were transferred to a round bottom flask and activated by heating under vacuum for 3 min. After this time the flask was allowed to cool to rt for 10 min. At this time, K2CO3 (601 mg, 4.35 mmol), 2-di-tert-butylphosphino-3,4,5,6-tetramethyl-2′,4′,6′-tri-i-propylbiphenyl (209 mg, 0.435 mmol), Pd2dba3 (199 mg, 0.217 mmol), 2,4-dichloro-7-fluoro-3-methylquinoline (500 mg, 2.173 mmol), delta-valerolactam (215 mg, 2.173 mmol) and the previously activated ... Starting materials: C(C1=CC=CC=C1)OC1=C(C=C(C=C1)CCNC(CC1=CC=C(C=C1)C)=O)OC (N-[2-(4-benzyloxy-3-methoxyphenyl)ethyl]-2-(4-methylphenyl)acetamide), C(C)(C)(C)OC(N(C)C)N(C)C (t-butoxybis(dimethylamino) methane), Cl (hydrochloric acid). Solvent: O1CCCC1 (tetrahydrofuran). Run at temperature 80 celsius, time 2 hour. Yields the product C(C1=CC=CC=C1)OC1=C(C=C(C=C1)CCNC(C(=CO)C1=CC=C(C=C1)C)=O)OC (N-[2-(4-benzyloxy-3-methoxyphenyl)ethyl]-3-hydroxy-2-(4-methylphenyl)acrylamide). The yield is 90.2%. As a reaction SMILES: [CH2:1]([O:8][C:9]1[CH:14]=[CH:13][C:12]([CH2:15][CH2:16][NH:17][C:18](=[O:27])[CH2:19][C:20]2[CH:25]=[CH:24][C:23]([CH3:26])=[CH:22][CH:21]=2)=[CH:11][C:10]=1[O:28][CH3:29])[C:2]1[CH:7]=[CH:6][CH:5]=[CH:4][CH:3]=1.[C:30]([O:34]C(N(C)C)N(C)C)(C)(C)C.Cl>O1CCCC1>[CH2:1]([O:8][C:9]1[CH:14]=[CH:13][C:12]([CH2:15][CH2:16][NH:17][C:18](=[O:27])[C:19]([C:20]2[CH:21]=[CH:22][C:23]([CH3:26])=[CH:24][CH:25]=2)=[CH:30][OH:34])=[CH:11][C:10]=1[O:28][CH3:29])[C:2]1[CH:3]=[CH:4][CH:5]=[CH:6][CH:7]=1. Procedure: 11.68 g (30.0 mmol) of N-[2-(4-benzyloxy-3-methoxyphenyl)ethyl]-2-(4-methylphenyl)acetamide and 15.67 g (90.0 mmol) of t-butoxybis(dimethylamino) methane were mixed and stirred at 80° C. for 2 hours. The reaction mixture was cooled and tetrahydrofuran was added thereto. The reaction mixture was acidified with 5% hydrochloric acid and stirred at room temperature for 2 hours. After the solvent was distilled off under reduced pressure, water and 5% hydrochloric acid were added to the residue, which... The reactants are CC(C)(C)c1cccc(C(C)(C)C)c1O, O=C([O-])O, CSCC(=O)O, CCOC(C)=O, O=C(OC(=O)C(F)(F)F)C(F)(F)F. Yields the product CSCC(=O)c1cc(C(C)(C)C)c(O)c(C(C)(C)C)c1. As a reaction SMILES: [C:1]([CH3:2])([CH3:3])([CH3:4])[c:5]1[c:6]([OH:15])[c:7]([C:11]([CH3:12])([CH3:13])[CH3:14])[cH:8][cH:9][cH:10]1.[C:35](=[O:36])([OH:37])[O-:38].[CH3:16][S:17][CH2:18][C:19](=[O:20])[OH:21].[CH3:39][CH2:40][O:41][C:42]([CH3:43])=[O:44].[F:22][C:23]([F:24])([F:25])[C:26]([O:27][C:28](=[O:29])[C:30]([F:31])([F:32])[F:33])=[O:34]>>[C:1]([CH3:2])([CH3:3])([CH3:4])[c:5]1[c:6]([OH:15])[c:7]([C:11]([CH3:12])([CH3:13])[CH3:14])[cH:8][c:9]([C:19]([CH2:18][S:17][CH3:16])=[O:20])[cH:10]1. The reactants are NC1=CC=C(C(=O)O)C=C1 (p-Aminobenzoic acid), N(O)=C1[C@]2(C)[C@@H](CC1)[C@@H]1CC=C3C[C@H](CC[C@]3(C)[C@H]1CC2)O (17-oximino-5-androsten-3β-ol), C1(CCCCC1)N=C=NC1CCCCC1 (dicyclohexylcarbodiimide). Run in ClCCl (dichloromethane). Reaction conditions: time 48 hour. Yields the product NC1=CC=C(C(=O)O[C@@H]2CC3=CC[C@H]4[C@@H]5CCC([C@@]5(C)CC[C@@H]4[C@]3(CC2)C)=NO)C=C1 (17-OXIMINO-5-ANDROSTEN-3β-YL 4-AMINOBENZOATE). Yield: 41.4%. RXN SMILES: [NH2:1][C:2]1[CH:10]=[CH:9][C:5]([C:6]([OH:8])=[O:7])=[CH:4][CH:3]=1.[N:11](=[C:13]1[CH2:18][CH2:17][C@H:16]2[C@H:19]3[C@H:29]([CH2:30][CH2:31][C@:14]12[CH3:15])[C@:27]1([CH3:28])[C:22]([CH2:23][C@@H:24](O)[CH2:25][CH2:26]1)=[CH:21][CH2:20]3)[OH:12].C1(N=C=NC2CCCCC2)CCCCC1>ClCCl>[NH2:1][C:2]1[CH:10]=[CH:9][C:5]([C:6]([O:8][C@H:24]2[CH2:25][CH2:26][C@@:27]3([CH3:28])[C:22](=[CH:21][CH2:20][C@@H:19]4[C@@H:29]3[CH2:30][CH2:31][C@@:14]3([CH3:15])[C@H:16]4[CH2:17][CH2:18][C:13]3=[N:11][OH:12])[CH2:23]2)=[O:7])=[CH:4][CH:3]=1. Reported procedure: p-Aminobenzoic acid (0.22 g, 1.6 mmol) was added to the stirred solution of 17-oximino-5-androsten-3β-ol (9) (0.5 g, 1.6 mmol) and dicyclohexylcarbodiimide (DCC) (0.34 g, 1.6 mmol) in anhydrous dichloromethane (30.0 ml). The reaction mixture was stirred for 48 hr at room temperature (20-25°) and completion of the reaction was monitored by TLC. The precipitated dicyclohexylurea (DCU) was filtered, solvent removed under vacuum and the residue was crystallized from ethyl acetate:petroleum ether (60... The reactants are [N+](=O)([O-])C1=CC=C(C=C1)N=NC1=CC=C(C(=O)O)C=C1 (4-(4-nitrophenylazo)benzoic acid), OC1=CC=C(C=O)C=C1 (4-hydroxybenzaldehyde), C1(CCCCC1)N=C=NC1CCCCC1 (N,N'-dicyclohexylcarbodiimide), O (water). Reagents/catalysts: CN(C1=CC=NC=C1)C (4-dimethylaminopyridine). The solvent is ClCCl (dichlormethane). Conditions: time 8 hour. Yields the product [N+](=O)([O-])C1=CC=C(C=C1)N=NC1=CC=C(C(=O)OC2=CC=C(C=O)C=C2)C=C1 (4-[4-(4-nitrophenylazo)benzoyloxy]benzaldehyde). Isolated yield 97.6%. RXN SMILES: C1(N=C=NC2CCCCC2)CCCCC1.[N+:16]([C:19]1[CH:24]=[CH:23][C:22]([N:25]=[N:26][C:27]2[CH:35]=[CH:34][C:30]([C:31]([OH:33])=[O:32])=[CH:29][CH:28]=2)=[CH:21][CH:20]=1)([O-:18])=[O:17].O[C:37]1[CH:44]=[CH:43][C:40]([CH:41]=[O:42])=[CH:39][CH:38]=1.O>CN(C)C1C=CN=CC=1.ClCCl>[N+:16]([C:19]1[CH:20]=[CH:21][C:22]([N:25]=[N:26][C:27]2[CH:35]=[CH:34][C:30]([C:31]([O:33][C:37]3[CH:44]=[CH:43][C:40]([CH:41]=[O:42])=[CH:39][CH:38]=3)=[O:32])=[CH:29][CH:28]=2)=[CH:23][CH:24]=1)([O-:18])=[O:17]. Procedure: 0.6 g of N,N'-dicyclohexylcarbodiimide is added at room temperature while stirring to a solution of 1.0 g of 4-(4-nitrophenylazo)benzoic acid, 0.3 g of 4-hydroxybenzaldehyde and 0.04 g of 4-dimethylaminopyridine in 20 ml of dichlormethane. The reaction mixture is stirred at room temperature overnight, poured into 100 ml of water and then extracted three times with 50 ml of dichloromethane each time. The organic phases are combined, washed twice with 100 ml of water each time, dried over magnesiu... The product is Cl.C1(=CC=CC=C1)[C@@H]1[C@H](C1)N1C(N2[C@@H](CNCC2)C1=O)=O ((8aS)-2-[(1S,2R)-2-Phenylcyclopropyl]tetrahydroimidazo[1,5-a]pyrazine-1,3(2H,5H)-dione HCl salt). Reaction SMILES: [ClH:1].O1CCOCC1.[C:8]1([C@H:14]2[CH2:16][C@@H:15]2[NH:17][C:18]([N:20]2[CH2:25][CH2:24][N:23](C(OC(C)(C)C)=O)[CH2:22][C@H:21]2[C:33]([O:35]C)=O)=[O:19])[CH:13]=[CH:12][CH:11]=[CH:10][CH:9]=1>>[ClH:1].[C:8]1([C@H:14]2[CH2:16][C@@H:15]2[N:17]2[C:33](=[O:35])[C@@H:21]3[CH2:22][NH:23][CH2:24][CH2:25][N:20]3[C:18]2=[O:19])[CH:9]=[CH:10][CH:11]=[CH:12][CH:13]=1 |f:3.4|. Procedure details: 4N HCl solution in dioxane (44 eq.) was added at RT to D1. The resulting 0.1 M solution obtained was stirred for 1 h at RT, then the solvent was removed under reduced pressure. The residue was co-evaporated with toluene (×3) and it was used as such in next step without further purification. MS (ES+) C15H17N3O2 requires 271, found: 272 (M+H)+. Reactants: Cl (HCl), O1CCOCC1 (dioxane), C1(=CC=CC=C1)[C@@H]1[C@H](C1)NC(=O)N1[C@@H](CN(CC1)C(=O)OC(C)(C)C)C(=O)OC (1-tert-Butyl 3-methyl (3S)-4-({[(1S,2R)-2-phenylcyclopropyl]amino}carbonyl)-1,3-piperazinedicarboxylate). The reactants are CN(C1=CC=C(C(=O)O)C=C1)C (4-(dimethylamino)benzoic acid), CCN=C=NCCCN(C)C.Cl (EDC hydrochloride), O.ON1N=NC2=C1C=CC=C2 (1-hydroxybenzotriazole monohydrate), O1CCC(CC1)C(=O)C1=C(N=C(S1)N)C=1OC=CC1 (2-Amino-4-(2-furyl)thiazol-5-yl tetrahydropyran-4-yl ketone). Solvent: CN(C)C=O (DMF), O (Water). Run at temperature 80 celsius, time 2 hour. Product: CN(C1=CC=C(C(=O)NC=2SC(=C(N2)C=2OC=CC2)C(=O)C2CCOCC2)C=C1)C (4-(Dimethylamino)-N-[4-(2-furyl)-5-(tetrahydropyran-4-ylcarbonyl)thiazol-2-yl]benzamide). The yield is 2.8%. RXN SMILES: [O:1]1[CH2:6][CH2:5][CH:4]([C:7]([C:9]2[S:13][C:12]([NH2:14])=[N:11][C:10]=2[C:15]2[O:16][CH:17]=[CH:18][CH:19]=2)=[O:8])[CH2:3][CH2:2]1.[CH3:20][N:21]([CH3:31])[C:22]1[CH:30]=[CH:29][C:25]([C:26](O)=[O:27])=[CH:24][CH:23]=1.CCN=C=NCCCN(C)C.Cl.O.ON1C2C=CC=CC=2N=N1>CN(C=O)C.O>[CH3:20][N:21]([CH3:31])[C:22]1[CH:30]=[CH:29][C:25]([C:26]([NH:14][C:12]2[S:13][C:9]([C:7]([CH:4]3[CH2:5][CH2:6][O:1][CH2:2][CH2:3]3)=[O:8])=[C:10]([C:15]3[O:16][CH:17]=[CH:18][CH:19]=3)[N:11]=2)=[O:27])=[CH:24][CH:23]=1 |f:2.3,4.5|. Procedure details: Compound 454 (125 mg, 0.450 mmol) was dissolved in DMF (2 mL), and 4-(dimethylamino)benzoic acid (296 mg, 1.80 mmol), EDC hydrochloride (344 mg, 1.80 mmol) and 1-hydroxybenzotriazole monohydrate (276 mg, 1.80 mmol) were added thereto, followed by stirring at 80° C. for 2 hours. Water (200 mL) was added to the reaction mixture, and the precipitated solid was collected by filtration. The resulting solid was purified through silica gel column chromatography (chloroform:methanol=9:1), followed by re... Reactants: S(=O)(Cl)Cl (thionyl chloride), S1C=C(C=C1)C(=O)O (3-thiophenecarboxylic acid), C(C)O (ethanol). Reagents/catalysts: CN(C1=CC=NC=C1)C (4-dimethylaminopyridine). Run at time 48 hour. Yields the product S1C=C(C=C1)C(=O)OCC (ethyl thiophene-3-carboxylate). Yield: 91.0%. RXN SMILES: S(Cl)(Cl)=O.[S:5]1[CH:9]=[CH:8][C:7]([C:10]([OH:12])=[O:11])=[CH:6]1.[CH2:13](O)[CH3:14]>CN(C)C1C=CN=CC=1>[S:5]1[CH:9]=[CH:8][C:7]([C:10]([O:12][CH2:13][CH3:14])=[O:11])=[CH:6]1. Procedure details: 13 ml (200 mmol) of thionyl chloride are added dropwise, at 0° C., to a solution of 9 g (70 mmol) of 3-thiophenecarboxylic acid and 86 mg (0.7 mmol) of 4-dimethylaminopyridine in 100 ml of ethanol. The reaction medium is stirred from 0° C. to room temperature over 48 hours and then evaporated to dryness. The residue obtained is purified by chromatography on a column of silica eluted with a 1/1 heptane/dichloromethane mixture. 10 g (91%) of ethyl thiophene-3-carboxylate are obtained. Starting materials: N1=CNC2=C1C=CC=C2 (benzimidazole), BrC(C)Cl (bromochloroethane), C([O-])([O-])=O.[K+].[K+] (potassium carbonate), CN(C=O)C (dimethylformamide). The solvent is O (water), C(C)(=O)OCC (ethyl acetate). Run at time 20 hour. Yields the product ClCCN1C=NC2=C1C=CC=C2 (1-(2-chloroethyl)benzimidazole). Isolated yield 77.0%. RXN SMILES: [N:1]1[C:5]2[CH:6]=[CH:7][CH:8]=[CH:9][C:4]=2[NH:3][CH:2]=1.Br[CH:11]([Cl:13])[CH3:12].C(=O)([O-])[O-].[K+].[K+].CN(C)C=O>O.C(OCC)(=O)C>[Cl:13][CH2:11][CH2:12][N:1]1[C:5]2[CH:6]=[CH:7][CH:8]=[CH:9][C:4]=2[N:3]=[CH:2]1 |f:2.3.4|. Reported procedure: A mixture of benzimidazole (4.72g, 40 mmol), bromochloroethane (3.4 ml, 41 mmol), potassium carbonate (5.52 g, 40 mmol) and dimethylformamide (60 ml) was stirred at room temperature for 20 hours. To the reaction mixture were added ethyl acetate and water, which was extracted with ethyl acetate. The organic layer was washed with water and then with a saturated aqueous sodium chloride solution, followed by drying (anhydrous sodium sulfate). The solvent was distilled off, and the residue was subjec...